This data is from the Open Reaction Database (ORD), a public repository of structured organic reaction records. The task is: describe an organic reaction: reactants, conditions, products, and yield Yields the product C=C1CC(C(=O)NCc2nccnc2Cl)C1. As a reaction SMILES: [C:1]([n:2]1[cH:3][cH:4][n:5][cH:6]1)([n:7]1[cH:8][cH:9][n:10][cH:11]1)=[O:12].[CH2:13]=[C:14]1[CH2:15][CH:16]([C:18](=[O:19])[OH:20])[CH2:17]1.[CH2:41]1[O:42][CH2:43][CH2:44][CH2:45]1.[CH:32]([N:33]([CH:34]([CH3:35])[CH3:36])[CH2:37][CH3:38])([CH3:39])[CH3:40].[Cl:23][c:24]1[c:25]([CH2:30][NH2:31])[n:26][cH:27][cH:28][n:29]1.[Cl:46][CH2:47][Cl:48].[ClH:21].[ClH:22]>>[CH2:13]=[C:14]1[CH2:15][CH:16]([C:18](=[O:20])[NH:31][CH2:30][c:25]2[c:24]([Cl:23])[n:29][cH:28][cH:27][n:26]2)[CH2:17]1. Starting materials: O=C(n1ccnc1)n1ccnc1, C=C1CC(C(=O)O)C1, C1CCOC1, CCN(C(C)C)C(C)C, NCc1nccnc1Cl, ClCCl, Cl, Cl. Starting materials: CC1CNCCN1, CN1CCCC1=O, Clc1nnc(Cl)c2cnccc12, O. Yields the product CC1CN(c2nnc(Cl)c3ccncc23)CCN1. RXN SMILES: [CH3:13][CH:14]1[NH:15][CH2:16][CH2:17][NH:18][CH2:19]1.[CH3:20][N:21]1[CH2:22][CH2:23][CH2:24][C:25]1=[O:26].[Cl:1][c:2]1[c:3]2[c:4]([c:5]([Cl:8])[n:6][n:7]1)[cH:9][n:10][cH:11][cH:12]2.[OH2:27]>>[Cl:1][c:2]1[c:3]2[c:4]([c:5]([N:18]3[CH2:17][CH2:16][NH:15][CH:14]([CH3:13])[CH2:19]3)[n:6][n:7]1)[cH:9][n:10][cH:11][cH:12]2. Starting materials: O1COC2=C1C=CC(=C2)CCCS (3-(1,3-benzodioxol-5-yl)propanethiol), C(CC1=CC=CC=C1)S (phenethyl mercaptan). The product is C(CC1=CC=CC=C1)SSCCCC1=CC2=C(OCO2)C=C1 (3-(1,3-Benzodioxol-5-yl)propyl phenethyl disulfide). The yield is 17.7%. RXN SMILES: [O:1]1[C:5]2[CH:6]=[CH:7][C:8]([CH2:10][CH2:11][CH2:12][SH:13])=[CH:9][C:4]=2[O:3][CH2:2]1.[CH2:14]([SH:22])[CH2:15][C:16]1[CH:21]=[CH:20][CH:19]=[CH:18][CH:17]=1>>[CH2:14]([S:22][S:13][CH2:12][CH2:11][CH2:10][C:8]1[CH:7]=[CH:6][C:5]2[O:1][CH2:2][O:3][C:4]=2[CH:9]=1)[CH2:15][C:16]1[CH:21]=[CH:20][CH:19]=[CH:18][CH:17]=1. Procedure details: 1.5 g of the title compound was prepared from 5 g of 3-(1,3-benzodioxol-5-yl)propanethiol and 5 g of phenethyl mercaptan as a colorless oil according to the same procedure as that described in Example 1. Starting materials: Cc1cc(O)c([N+](=O)[O-])cc1Cl, Cl, O. Product: Cc1cc(O)ccc1Cl. As a reaction SMILES: [Cl:2][c:3]1[cH:4][c:5]([N+:11]([O-:12])=[O:13])[c:6]([OH:10])[cH:7][c:8]1[CH3:9].[ClH:1].[OH2:14]>>[Cl:2][c:3]1[cH:4][cH:5][c:6]([OH:10])[cH:7][c:8]1[CH3:9]. Reactants: CCCC[N+](CCCC)(CCCC)CCCC.[F-] (TBAF), [Si](C)(C)(C(C)(C)C)O[C@@H]1C[C@H](N2C(/C(/CC[C@@H]2C1)=C/C1=CC(=C(C=C1)N1C=NC(=C1)C)OC)=O)C1=CC=C(C=C1)F ((E)-(6S*,8S*,9aR*)-8-(tert-butyldimethylsilanyloxy)-6-(4-fluorophenyl)-3-[3-methoxy-4-(4-methyl-1H-imidazol-1-yl)benzylidene]octahydroquinolizin-4-one), [Cl-].[NH4+] (ammonium chloride), C(C)(=O)OCC (ethyl acetate). Solvent: C1CCOC1 (THF). Run at time 8 hour. The product is FC1=CC=C(C=C1)[C@H]1N2C(/C(/CC[C@@H]2C[C@@H](C1)O)=C/C1=CC(=C(C=C1)N1C=NC(=C1)C)OC)=O ((E)-(6S*,8S*,9aR*)-6-(4-fluorophenyl)-8-hydroxy-3-[3-methoxy-4-(4-methyl-1H-imidazol-1-yl)benzylidene]octahydroquinolizin-4-one). Isolated yield 87.7%. Reaction SMILES: CCCC[N+](CCCC)(CCCC)CCCC.[F-].[Si]([O:26][C@H:27]1[CH2:36][C@@H:35]2[N:30]([C:31](=[O:52])/[C:32](=[CH:37]/[C:38]3[CH:43]=[CH:42][C:41]([N:44]4[CH:48]=[C:47]([CH3:49])[N:46]=[CH:45]4)=[C:40]([O:50][CH3:51])[CH:39]=3)/[CH2:33][CH2:34]2)[C@H:29]([C:53]2[CH:58]=[CH:57][C:56]([F:59])=[CH:55][CH:54]=2)[CH2:28]1)(C(C)(C)C)(C)C.[Cl-].[NH4+].C(OCC)(=O)C>C1COCC1>[F:59][C:56]1[CH:57]=[CH:58][C:53]([C@@H:29]2[CH2:28][C@@H:27]([OH:26])[CH2:36][C@@H:35]3[N:30]2[C:31](=[O:52])/[C:32](=[CH:37]/[C:38]2[CH:43]=[CH:42][C:41]([N:44]4[CH:48]=[C:47]([CH3:49])[N:46]=[CH:45]4)=[C:40]([O:50][CH3:51])[CH:39]=2)/[CH2:33][CH2:34]3)=[CH:54][CH:55]=1 |f:0.1,3.4|. Procedure: TBAF (1.0 M solution in THF, 1.15 mL) was added to a solution of (E)-(6S*,8S*,9aR*)-8-(tert-butyldimethylsilanyloxy)-6-(4-fluorophenyl)-3-[3-methoxy-4-(4-methyl-1H-imidazol-1-yl)benzylidene]octahydroquinolizin-4-one (330 mg) in THF (5.0 mL), and the reaction solution was stirred at room temperature overnight. A saturated ammonium chloride solution and ethyl acetate were added to the reaction solution, and the organic layer was separated. The resulting organic layer was washed with brine, dried o... The reactants are C(C)(C)(C)OC(N[C@@H]1C[C@H](C1)N1C(C(C=2C1=NC=CC2)(C)C)=O)=O (tert-butyl(trans-3-(3,3-dimethyl-2-oxo-2,3-dihydro-1H-pyrrolo[2,3-b]pyridin-1-yl)cyclobutyl)carbamate), C(C)(C)(C)OC(N[C@@H]1C[C@H](C1)N1C(C(C=2C1=NC=CC2)(C)C)=O)=O (tert-butyl(trans-3-(3,3-dimethyl-2-oxo-2,3-dihydro-1H-pyrrolo[2,3-b]pyridin-1-yl)cyclobutyl)carbamate), BrC=1SC(=CN1)C (2-bromo-5-methylthiazole). Procedure: 3,3-Dimethyl-1-(trans-3-((5-methylthiazol-2-yl)amino)cyclobutyl)-1H-pyrrolo[2,3-b]pyridin-2(3H)-one was prepared by Method B7 using starting materials 1-(trans-3-aminocyclobutyl)-3,3-dimethyl-1H-pyrrolo[2,3-b]pyridin-2(3H)-one hydrochloride (intermediate 26, 0.100 g, 0.329 mmol) and 2-bromo-5-methylthiazole (0.0585 g, 0.329 mmol) at 120° C. for 192 h. M+1: 329.1. 1H NMR (400 MHz, DMSO-d6) δ ppm 1.31 (s, 6 H) 2.23 (d, J=1.17 Hz, 3 H) 2.24-2.33 (m, 2 H) 3.16-3.27 (m, 2 H) 4.23-4.33 (m, 1 H) 5.14 (... Reaction SMILES: C(O[C:6](=O)[NH:7][C@H:8]1[CH2:11][C@H:10]([N:12]2[C:16]3=[N:17][CH:18]=[CH:19][CH:20]=[C:15]3[C:14]([CH3:22])([CH3:21])[C:13]2=[O:23])[CH2:9]1)(C)(C)C.BrC1[S:27][C:28]([CH3:31])=[CH:29][N:30]=1>>[CH3:22][C:14]1([CH3:21])[C:15]2[C:16](=[N:17][CH:18]=[CH:19][CH:20]=2)[N:12]([C@H:10]2[CH2:9][C@H:8]([NH:7][C:6]3[S:27][C:28]([CH3:31])=[CH:29][N:30]=3)[CH2:11]2)[C:13]1=[O:23]. The product is CC1(C(N(C2=NC=CC=C21)[C@@H]2C[C@H](C2)NC=2SC(=CN2)C)=O)C (3,3-Dimethyl-1-(trans-3-((5-methylthiazol-2-yl)amino)cyclobutyl)-1H-pyrrolo[2,3-b]pyridin-2(3H)-one). Starting materials: O (water), ClC=1C(=C(C(=O)OCC)C=CC1Cl)S (ethyl 3,4-dichloro-2-mercaptobenzoate), FC(COS(=O)(=O)C1=CC=C(C=C1)C)(F)F (2,2,2-trifluoroethyl-p-toluene-sulphonate), C([O-])([O-])=O.[K+].[K+] (potassium carbonate). Solvent: CN(C)C=O (DMF). Conditions: temperature 90 celsius. Yields the product ClC=1C(=C(C(=O)OCC)C=CC1Cl)SCC(F)(F)F (ethyl 3,4-dichloro-2-trifluoroethylsulphenylbenzoate). Reaction SMILES: [Cl:1][C:2]1[C:3]([SH:14])=[C:4]([CH:10]=[CH:11][C:12]=1[Cl:13])[C:5]([O:7][CH2:8][CH3:9])=[O:6].[F:15][C:16]([F:30])([F:29])[CH2:17]OS(C1C=CC(C)=CC=1)(=O)=O.C(=O)([O-])[O-].[K+].[K+].O>CN(C=O)C>[Cl:1][C:2]1[C:3]([S:14][CH2:17][C:16]([F:30])([F:29])[F:15])=[C:4]([CH:10]=[CH:11][C:12]=1[Cl:13])[C:5]([O:7][CH2:8][CH3:9])=[O:6] |f:2.3.4|. Procedure: A mixture of ethyl 3,4-dichloro-2-mercaptobenzoate (7.95 g), 2,2,2-trifluoroethyl-p-toluene-sulphonate (9.66 g) and potassium carbonate (6.56 g) in DMF was heated at 90° C. for 4.5 hours. After cooling, water was added and the reaction mixture extracted with ether. The organic extracts were washed with water, dried (anhydrous magnesium sulphate) and filtered. The filtrate was evaporated to dryness and the residue purified by column chromatography eluting with ether/n hexane to give ethyl 3,4-dic... Starting materials: NC1=C(N=C(S1)C1=CC=C(C=C1)Cl)C (5-amino-2-(4-chlorophenyl)-4-methylthiazole), C(C)(C)(C)OC(=O)N1CC(C(=O)O)CCC1 (1-(tert-butoxycarbonyl)nipecotic acid). The product is C(C)(C)(C)OC(=O)N1CC(CCC1)C(=O)NC1=C(N=C(S1)C1=CC=C(C=C1)Cl)C (1-(tert-Butoxycarbonyl)-N-[2-(4-chlorophenyl)-4-methylthiazol-5-yl]piperidine-3-carboxamide). The yield is 30.1%. As a reaction SMILES: [NH2:1][C:2]1[S:6][C:5]([C:7]2[CH:12]=[CH:11][C:10]([Cl:13])=[CH:9][CH:8]=2)=[N:4][C:3]=1[CH3:14].[C:15]([O:19][C:20]([N:22]1[CH2:30][CH2:29][CH2:28][CH:24]([C:25](O)=[O:26])[CH2:23]1)=[O:21])([CH3:18])([CH3:17])[CH3:16]>>[C:15]([O:19][C:20]([N:22]1[CH2:30][CH2:29][CH2:28][CH:24]([C:25]([NH:1][C:2]2[S:6][C:5]([C:7]3[CH:12]=[CH:11][C:10]([Cl:13])=[CH:9][CH:8]=3)=[N:4][C:3]=2[CH3:14])=[O:26])[CH2:23]1)=[O:21])([CH3:18])([CH3:17])[CH3:16]. Reported procedure: Using 5-amino-2-(4-chlorophenyl)-4-methylthiazole (197 mg, 0.877 mmol) and 1-(tert-butoxycarbonyl)nipecotic acid (205 mg, 0.877 mmol), the same procedure was followed as in Step 3a of Example 3 to give 115 mg (30%) of the desired compound as a yellow powder.